From a dataset of the Open Reaction Database (ORD), a public repository of structured organic reaction records. describe an organic reaction: reactants, conditions, products, and yield Reactants: C(C)(C)(C)OC(=O)N1C2(CC2)CN(CC1)C=1C2=C(N=CN1)NC=C2 (7-(7H-pyrrolo[2,3-d]pyrimidin-4-yl)-4,7-diazaspiro[2.5]octane-4-carboxylic acid tert-butyl ester), C(C)(C)(C)OC(=O)N1C2CNC(C1)C2 (2,5-diaza-bicyclo[2.2.1]heptane-2-carboxylic acid tert-butyl ester), C(C)(C)(C)OC(=O)N1C2(CC2)CNCC1 (4,7-diaza-spiro[2.5]octane-4-carboxylic acid tert-butyl ester). The product is C(C)(C)(C)OC(=O)N1C2CN(C(C1)C2)C=2C1=C(N=CN2)NC=C1 (5-(7H-pyrrolo[2,3-d]pyrimidin-4-yl)-2,5-diaza-bicyclo[2.2.1]heptane-2-carboxylic acid tert-butyl ester). As a reaction SMILES: [C:1]([O:5][C:6]([N:8]1[CH2:15][CH2:14][N:13]([C:16]2[C:17]3[CH:24]=[CH:23][NH:22][C:18]=3[N:19]=[CH:20][N:21]=2)[CH2:12][C:9]21[CH2:11]C2)=[O:7])([CH3:4])([CH3:3])[CH3:2].C(OC(N1CC2CC1CN2)=O)(C)(C)C.C(OC(N1CCNCC21CC2)=O)(C)(C)C>>[C:1]([O:5][C:6]([N:8]1[CH2:15][CH:14]2[CH2:11][CH:9]1[CH2:12][N:13]2[C:16]1[C:17]2[CH:24]=[CH:23][NH:22][C:18]=2[N:19]=[CH:20][N:21]=1)=[O:7])([CH3:2])([CH3:4])[CH3:3]. Procedure: Prepared in a way similar to Intermediate 1, using 2,5-diaza-bicyclo[2.2.1]heptane-2-carboxylic acid tert-butyl ester, instead of 4,7-diaza-spiro[2.5]octane-4-carboxylic acid tert-butyl ester. Starting materials: FC(C=1C=C(C=C(C1)C(F)(F)F)NC1=NC(=NC(=C1C(=O)OCC)\C=C\N(C)C)SC)(F)F ((E)-ethyl 4-(3,5-bis(trifluoromethyl)phenylamino)-6-(2-(dimethylamino)vinyl)-2-(methylthio)pyrimidine-5-carboxylate), [NH4+].[OH-] (NH4OH). Product: FC(C=1C=C(C=C(C1)C(F)(F)F)NC=1C2=C(N=C(N1)SC)C=CNC2=O)(F)F (4-(3,5-bis(trifluoromethyl)phenylamino)-2-(methylthio)pyrido[4,3-d]pyrimidin-5(6H)-one). As a reaction SMILES: [F:1][C:2]([F:33])([F:32])[C:3]1[CH:4]=[C:5]([NH:13][C:14]2[C:19]([C:20]([O:22]CC)=O)=[C:18](/[CH:25]=[CH:26]/[N:27](C)C)[N:17]=[C:16]([S:30][CH3:31])[N:15]=2)[CH:6]=[C:7]([C:9]([F:12])([F:11])[F:10])[CH:8]=1.[NH4+].[OH-]>>[F:10][C:9]([F:11])([F:12])[C:7]1[CH:6]=[C:5]([NH:13][C:14]2[C:19]3[C:20](=[O:22])[NH:27][CH:26]=[CH:25][C:18]=3[N:17]=[C:16]([S:30][CH3:31])[N:15]=2)[CH:4]=[C:3]([C:2]([F:1])([F:33])[F:32])[CH:8]=1 |f:1.2|. Reported procedure: The title compound was prepared as described in Example 1f by starting from (E)-ethyl 4-(3,5-bis(trifluoromethyl)phenylamino)-6-(2-(dimethylamino)vinyl)-2-(methylthio)pyrimidine-5-carboxylate and aq. NH4OH solution and continuing until the reaction yielded pale yellow solids, title compound (537 mg). MS m/z: 421.1 (M+1)+. Reactants: C(C1=CC=CC=C1)OC1=C(C=CC(=C1)OC)Br (2-benzyloxy-4-methoxyphenyl bromide), [Li]CCCC (BuLi), N1=C2C(=CC=C1)C(=O)OC2=O (pyridine-2,3-dicarboxylic acid anhydride), C(C1=CC=CC=C1)OC1=C(C=CC(=C1)OC)[Li] (2-benzyloxy-4-methoxyphenyllithium). Run in C1CCOC1 (THF), C1CCOC1 (THF). Run at time 2 hour. The product is C(C1=CC=CC=C1)OC1=C(C=CC(=C1)OC)C(=O)C1=NC=CC=C1C(=O)O (2-(2-benzyloxy-4-methoxyphenylcarbonyl)-3-pyridine carboxylic acid). Reaction SMILES: [N:1]1[CH:6]=[CH:5][CH:4]=[C:3]2[C:7]([O:9][C:10](=[O:11])[C:2]=12)=[O:8].[CH2:12]([O:19][C:20]1[CH:25]=[C:24]([O:26][CH3:27])[CH:23]=[CH:22][C:21]=1[Li])[C:13]1[CH:18]=[CH:17][CH:16]=[CH:15][CH:14]=1.C(OC1C=C(OC)C=CC=1Br)C1C=CC=CC=1.[Li]CCCC>C1COCC1>[CH2:12]([O:19][C:20]1[CH:25]=[C:24]([O:26][CH3:27])[CH:23]=[CH:22][C:21]=1[C:10]([C:2]1[C:3]([C:7]([OH:9])=[O:8])=[CH:4][CH:5]=[CH:6][N:1]=1)=[O:11])[C:13]1[CH:14]=[CH:15][CH:16]=[CH:17][CH:18]=1. Reported procedure: To a THF (20 ml) solution of pyridine-2,3-dicarboxylic acid anhydride (1.92 g, 12.9 mmol) was added a THF solution of 2-benzyloxy-4-methoxyphenyllithium (10 ml), which was prepared from 2-benzyloxy-4-methoxyphenyl bromide (3.77 g, 12.9 mmol) and BuLi (1.6M hexane solution, 8.85 ml, 14.2 mmol) at -78° C., at -78° C. over a period of 5 min. The temperature of the mixture was raised to room temperature and the mixture was additionally stirred at the same temperature for 2 h. The reaction mixture wa... Reactants: C1CCNCC1, CCO, COc1cc2c(cc1OC)N(C)C(=O)CN=C2Cl. The product is COc1cc2c(cc1OC)N(C)C(=O)CN=C2N1CCCCC1. As a reaction SMILES: [CH2:19]1[CH2:20][CH2:21][NH:22][CH2:23][CH2:24]1.[CH3:25][CH2:26][OH:27].[Cl:1][C:2]1=[N:3][CH2:4][C:5](=[O:18])[N:6]([CH3:17])[c:7]2[c:8]1[cH:9][c:10]([O:15][CH3:16])[c:11]([O:13][CH3:14])[cH:12]2>>[C:2]1([N:22]2[CH2:21][CH2:20][CH2:19][CH2:24][CH2:23]2)=[N:3][CH2:4][C:5](=[O:18])[N:6]([CH3:17])[c:7]2[c:8]1[cH:9][c:10]([O:15][CH3:16])[c:11]([O:13][CH3:14])[cH:12]2. Starting materials: NC=1NC(=C(C1C#N)C)C (2-amino-4,5-dimethyl-1H-pyrrole-3-carbonitrile), COC(N(C)C)OC (dimethylformamide-dimethylacetal), NC=1C=C([Se]C1C)C(=O)OC (methyl 4-amino-5-methylselenophene-2-carboxylate). Product: CC1=C(NC=2N=CN=C(C21)NC=2C=C([Se]C2C)C(=O)OC)C (methyl 4-(5,6-dimethyl-7H-pyrrolo[2,3-d]pyrimidin-4-ylamino)-5-methylselenophene-2-carboxylate). Reaction SMILES: [NH2:1][C:2]1[NH:3][C:4]([CH3:10])=[C:5]([CH3:9])[C:6]=1[C:7]#[N:8].[CH3:11]OC(OC)N(C)C.[NH2:19][C:20]1[CH:21]=[C:22]([C:26]([O:28][CH3:29])=[O:27])[Se:23][C:24]=1[CH3:25]>>[CH3:9][C:5]1[C:6]2[C:7]([NH:19][C:20]3[CH:21]=[C:22]([C:26]([O:28][CH3:29])=[O:27])[Se:23][C:24]=3[CH3:25])=[N:8][CH:11]=[N:1][C:2]=2[NH:3][C:4]=1[CH3:10]. Procedure: The reaction of 2-amino-4,5-dimethyl-1H-pyrrole-3-carbonitrile with dimethylformamide-dimethylacetal and methyl 4-amino-5-methylselenophene-2-carboxylate as described in the example 10, gave title compound as a pale brown color solid, mp 238-240° C. 1H NMR (400 MHz, CDCl3): δ 8.74 (1H, br s, exchangeable with D2O), 7.95 (1H, s), 7.37 (1H, s), 3.86 (3H, s), 2.43 (3H, s), 2.32 (3H, s), 2.25 (3H, s); LC-MS (positive ion mode): m/z 363, 365 (M+H)+. Starting materials: CC1(CC=C(C=2C=CC(=CC12)C(C(=O)NC1=CC=C(C(=O)OC)C=C1)O)C1=CC=C(C=C1)C)C (methyl 4-[2-(8,8-dimethyl-5-p-tolyl-7,8-dihydro-2-naphthyl)-2-hydroxyacetylamino]benzoate), O.[OH-].[Li+] (lithium hydroxide hydrate). Yields the product CC1(CC=C(C=2C=CC(=CC12)C(C(=O)NC1=CC=C(C(=O)O)C=C1)O)C1=CC=C(C=C1)C)C (4-[2-(8,8-Dimethyl-5-p-tolyl-7,8-dihydro-2-naphthyl)-2-hydroxyacetylamino]benzoic acid). Reaction SMILES: [CH3:1][C:2]1([CH3:34])[C:11]2[CH:10]=[C:9]([CH:12]([OH:26])[C:13]([NH:15][C:16]3[CH:25]=[CH:24][C:19]([C:20]([O:22]C)=[O:21])=[CH:18][CH:17]=3)=[O:14])[CH:8]=[CH:7][C:6]=2[C:5]([C:27]2[CH:32]=[CH:31][C:30]([CH3:33])=[CH:29][CH:28]=2)=[CH:4][CH2:3]1.O.[OH-].[Li+]>>[CH3:1][C:2]1([CH3:34])[C:11]2[CH:10]=[C:9]([CH:12]([OH:26])[C:13]([NH:15][C:16]3[CH:25]=[CH:24][C:19]([C:20]([OH:22])=[O:21])=[CH:18][CH:17]=3)=[O:14])[CH:8]=[CH:7][C:6]=2[C:5]([C:27]2[CH:28]=[CH:29][C:30]([CH3:33])=[CH:31][CH:32]=2)=[CH:4][CH2:3]1 |f:1.2.3|. Reported procedure: In a manner similar to that of Example 22e, by reacting 0.7 g (1.54 mmol) of methyl 4-[2-(8,8-dimethyl-5-p-tolyl-7,8-dihydro-2-naphthyl)-2-hydroxyacetylamino]benzoate with 0.25 g (6 mmol) of lithium hydroxide hydrate, a solid is obtained (0.68 g; yield=91%; m.p.=145° C.). Reactants: CC1(C)C2CCC1(CS(=O)(=O)O)C(=O)C2, CCO, Cc1ccccc1, CCCCCC, CCOCC, CCOC(C)=O, CN1CC(N2CCN(C(=O)Nc3cc(Oc4ccc(N)cc4)ccn3)CC2)C1, [Na+], O=C([O-])O, O=C(Cc1ccccc1)N=C=S. The product is CN1CC(N2CCN(C(=O)Nc3cc(Oc4ccc(NC(=S)NC(=O)Cc5ccccc5)cc4)ccn3)CC2)C1. RXN SMILES: [C:29]12([CH2:30][S:31]([OH:32])(=[O:33])=[O:34])[C:35]([CH3:36])([CH3:37])[CH:38]([CH2:39][CH2:40]1)[CH2:41][C:42]2=[O:43].[CH3:61][CH2:62][OH:63].[CH3:64][c:65]1[cH:66][cH:67][cH:68][cH:69][cH:70]1.[CH3:71][CH2:72][CH2:73][CH2:74][CH2:75][CH3:76].[CH3:77][CH2:78][O:79][CH2:80][CH3:81].[CH3:82][CH2:83][O:84][C:85](=[O:86])[CH3:87].[NH2:1][c:2]1[cH:3][cH:4][c:5]([O:6][c:7]2[cH:8][c:9]([NH:13][C:14](=[O:15])[N:16]3[CH2:17][CH2:18][N:19]([CH:22]4[CH2:23][N:24]([CH3:26])[CH2:25]4)[CH2:20][CH2:21]3)[n:10][cH:11][cH:12]2)[cH:27][cH:28]1.[Na+:56].[OH:57][C:58](=[O:59])[O-:60].[c:44]1([CH2:50][C:51](=[O:52])[N:53]=[C:54]=[S:55])[cH:45][cH:46][cH:47][cH:48][cH:49]1>>[NH:1]([c:2]1[cH:3][cH:4][c:5]([O:6][c:7]2[cH:8][c:9]([NH:13][C:14](=[O:15])[N:16]3[CH2:17][CH2:18][N:19]([CH:22]4[CH2:23][N:24]([CH3:26])[CH2:25]4)[CH2:20][CH2:21]3)[n:10][cH:11][cH:12]2)[cH:27][cH:28]1)[C:54]([NH:53][C:51]([CH2:50][c:44]1[cH:45][cH:46][cH:47][cH:48][cH:49]1)=[O:52])=[S:55].